Dataset: the Open Reaction Database (ORD), a public repository of structured organic reaction records. Task: describe an organic reaction: reactants, conditions, products, and yield Reactants: C(C)OC(=O)C=1C(=C2N(N=CC(=C2Cl)C#N)C1)C (4-Chloro-3-cyano-5-methylpyrrolo[1,2-b]pyridazine-6-carboxylic acid ethyl ester), C(=O)([O-])[O-].[K+].[K+] (K2CO3), O(C1=CC=CC=C1)C1=CC=C(N)C=C1 (p-phenoxyaniline). Solvent: CN(C)C=O (DMF), ClCCl (dichloromethane). Run at time 12 hour. Yields the product C(C)OC(=O)C=1C(=C2N(N=CC(=C2NC2=CC=C(C=C2)OC2=CC=CC=C2)C#N)C1)C (3-Cyano-5-methyl-4-[(4-phenoxyphenyl)amino]pyrrolo[1,2-b]pyridazine-6-carboxylic acid ethyl ester). Isolated yield 75.2%. Reaction SMILES: [CH2:1]([O:3][C:4]([C:6]1[C:7]([CH3:18])=[C:8]2[C:13](Cl)=[C:12]([C:15]#[N:16])[CH:11]=[N:10][N:9]2[CH:17]=1)=[O:5])[CH3:2].C([O-])([O-])=O.[K+].[K+].[O:25]([C:32]1[CH:38]=[CH:37][C:35]([NH2:36])=[CH:34][CH:33]=1)[C:26]1[CH:31]=[CH:30][CH:29]=[CH:28][CH:27]=1>CN(C=O)C.ClCCl>[CH2:1]([O:3][C:4]([C:6]1[C:7]([CH3:18])=[C:8]2[C:13]([NH:36][C:35]3[CH:34]=[CH:33][C:32]([O:25][C:26]4[CH:31]=[CH:30][CH:29]=[CH:28][CH:27]=4)=[CH:38][CH:37]=3)=[C:12]([C:15]#[N:16])[CH:11]=[N:10][N:9]2[CH:17]=1)=[O:5])[CH3:2] |f:1.2.3|. Procedure: To a solution of compound 1D (26 mg, 0.10 mmol) in DMF (2 mL) were added K2CO3 (138 mg, 1.00 mmol) and p-phenoxyaniline (20 mg, 0.11 mmol) at 25° C. The reaction mixture was stirred for 12 h and then diluted with dichloromethane (15 mL) and washed with water (10 mL) and brine (10 mL). The organic phase was dried over Na2SO4 and concentrated and the resulting residue was triturated with methanol to afford 31 mg (76% yield) of the desired compound as a yellow solid. HPLC: 100% at 4.62 min (retenti... Reactants: [OH-].[Na+] (Sodium hydroxide), NCC1=NC=CC=C1 (2-(aminomethyl)pyridine), C(Cl)(Cl)Cl (chloroform). Reagents/catalysts: [Br-].C(CCC)[N+](CCCC)(CCCC)CCCC (tetrabutylammonium bromide). The solvent is COCCOC (1,2-dimethoxyethane). Product: C=1N=CN2C1C=CC=C2 (Imidazo[1,5-a]pyridine). Yield: 16.5%. As a reaction SMILES: [NH2:1][CH2:2][C:3]1[CH:8]=[CH:7][CH:6]=[CH:5][N:4]=1.[CH:9](Cl)(Cl)Cl.[OH-].[Na+]>[Br-].C([N+](CCCC)(CCCC)CCCC)CCC.COCCOC>[CH:2]1[N:1]=[CH:9][N:4]2[CH:5]=[CH:6][CH:7]=[CH:8][C:3]=12 |f:2.3,4.5|. Procedure details: To a flask were added 2.0 g of 2-(aminomethyl)pyridine, 0.12 g of tetrabutylammonium bromide, 5.7 g of chloroform, and 30 ml 1,2-dimethoxyethane. While stirring under nitrogen, 40 ml of 40% aqueous Sodium hydroxide was added and the mixture was heated to 50 C for 4.5 hours. After cooling to 22 C, the mixture was extracted twice with ethyl acetate, and the ethyl acetate layer was dried over sodium sulfate. After filtration and solvent removal, the product was purified by silica gel chromatography... Starting materials: ClC1=CC=C(C=C1)C(CN1N=CN=C1)O (1-p-chlorophenyl-2-(1,2,4-triazol-1-yl)-ethanol), C(C1=CC=CC=C1)Cl (benzyl chloride), [H-].[Na+] (sodium hydride). The product is ClC1=CC=C(C=C1)C(CN1N=CN=C1)OCC1=CC=CC=C1 (1-p-Chlorophenyl-1-benzyloxy-2-(1,2,4-triazol-1-yl)-ethane). Reaction SMILES: [Cl:1][C:2]1[CH:7]=[CH:6][C:5]([CH:8]([OH:15])[CH2:9][N:10]2[CH:14]=[N:13][CH:12]=[N:11]2)=[CH:4][CH:3]=1.[CH2:16](Cl)[C:17]1[CH:22]=[CH:21][CH:20]=[CH:19][CH:18]=1.[H-].[Na+]>>[Cl:1][C:2]1[CH:7]=[CH:6][C:5]([CH:8]([O:15][CH2:16][C:17]2[CH:22]=[CH:21][CH:20]=[CH:19][CH:18]=2)[CH2:9][N:10]2[CH:14]=[N:13][CH:12]=[N:11]2)=[CH:4][CH:3]=1 |f:2.3|. Reported procedure: Following the procedure of Example 9, Step 2, 1-p-chlorophenyl-2-(1,2,4-triazol-1-yl)-ethanol (4.48 g), benzyl chloride (2.54 g) and sodium hydride (1 g; 50%) were reacted to give the title compound as a crystalline solid. Analysis: Reaction SMILES: [CH:13]([CH3:14])([CH3:15])[O:16][C:17](=[O:18])[Cl:19].[NH:1]([NH2:2])[c:3]1[n:4][nH:5][c:6]2[cH:7][c:8]([Cl:12])[cH:9][cH:10][c:11]12.[cH:20]1[cH:21][cH:22][n:23][cH:24][cH:25]1>>[NH:1]([NH:2][C:17]([O:16][CH:13]([CH3:14])[CH3:15])=[O:18])[c:3]1[n:4][nH:5][c:6]2[cH:7][c:8]([Cl:12])[cH:9][cH:10][c:11]12. Reactants: CC(C)OC(=O)Cl, NNc1n[nH]c2cc(Cl)ccc12, c1ccncc1. The product is CC(C)OC(=O)NNc1n[nH]c2cc(Cl)ccc12.